This data is from the Open Reaction Database (ORD), a public repository of structured organic reaction records. The task is: describe an organic reaction: reactants, conditions, products, and yield Reactants: O=C([O-])[O-], CC#N, Cc1ccc(C(=O)NC2CC2)cc1-n1ccnc(NC(C)(C)c2ccccc2O)c1=O, CN(CCCl)C(=O)OCc1ccccc1, [K+], [K+]. The product is Cc1ccc(C(=O)NC2CC2)cc1-n1ccnc(NC(C)(C)c2ccccc2OCCN(C)C(=O)OCc2ccccc2)c1=O. RXN SMILES: [C:32](=[O:33])([O-:34])[O-:35].[CH3:53][C:54]#[N:55].[CH:1]1([NH:4][C:5]([c:6]2[cH:7][c:8](-[n:13]3[c:14](=[O:30])[c:15]([NH:19][C:20]([CH3:21])([CH3:22])[c:23]4[c:24]([OH:29])[cH:25][cH:26][cH:27][cH:28]4)[n:16][cH:17][cH:18]3)[c:9]([CH3:12])[cH:10][cH:11]2)=[O:31])[CH2:2][CH2:3]1.[Cl:38][CH2:39][CH2:40][N:41]([C:42]([O:43][CH2:44][c:45]1[cH:46][cH:47][cH:48][cH:49][cH:50]1)=[O:51])[CH3:52].[K+:36].[K+:37]>>[CH:1]1([NH:4][C:5]([c:6]2[cH:7][c:8](-[n:13]3[c:14](=[O:30])[c:15]([NH:19][C:20]([CH3:21])([CH3:22])[c:23]4[c:24]([O:29][CH2:39][CH2:40][N:41]([C:42]([O:43][CH2:44][c:45]5[cH:46][cH:47][cH:48][cH:49][cH:50]5)=[O:51])[CH3:52])[cH:25][cH:26][cH:27][cH:28]4)[n:16][cH:17][cH:18]3)[c:9]([CH3:12])[cH:10][cH:11]2)=[O:31])[CH2:2][CH2:3]1. Reactants: C(C)(=O)OCC1=NC=C(C(=C1)C)OC ((5-methoxy-4-methylpyridin-2-yl)methyl acetate), [OH-].[Na+] (sodium hydroxide). Run in CO (methanol). Conditions: time 1 hour. The product is COC=1C(=CC(=NC1)CO)C ((5-methoxy-4-methylpyridin-2-yl)methanol). Isolated yield 97.1%. As a reaction SMILES: C([O:4][CH2:5][C:6]1[CH:11]=[C:10]([CH3:12])[C:9]([O:13][CH3:14])=[CH:8][N:7]=1)(=O)C.[OH-].[Na+]>CO>[CH3:14][O:13][C:9]1[C:10]([CH3:12])=[CH:11][C:6]([CH2:5][OH:4])=[N:7][CH:8]=1 |f:1.2|. Procedure details: To a solution of 0.21 g of (5-methoxy-4-methylpyridin-2-yl)methyl acetate in 2 mL of methanol, 0.64 mL of a 20% aqueous sodium hydroxide solution was added, and the mixture was stirred at room temperature for 1 hour. The solvent was distilled off under reduced pressure, water and ethyl acetate were added to the resultant residue, the organic layer was separated, and the aqueous layer was extracted with ethyl acetate. The organic layer and the extract were combined, the resultant solution was dri... Starting materials: C(\C=C/C(=O)O)(=O)O.COCC=1CCN(CC1)C (4-methoxymethyl-1-methyl-1,2,3,6-tetrahydro-pyridine maleate). Solvent: C(C)(=O)OCC (ethyl acetate). The product is COCC=1CCN(CC1)C (4-Methoxymethyl-1-methyl-1,2,3,6-tetrahydropyridine). As a reaction SMILES: C(O)(=O)/C=C\C(O)=O.[CH3:9][O:10][CH2:11][C:12]1[CH2:13][CH2:14][N:15]([CH3:18])[CH2:16][CH:17]=1>C(OCC)(=O)C>[CH3:9][O:10][CH2:11][C:12]1[CH2:17][CH2:16][N:15]([CH3:18])[CH2:14][CH:13]=1 |f:0.1|. Reported procedure: The corresponding 4-methoxymethyl-1-methyl-1,2,3,6-tetrahydro-pyridine maleate (1:1) has a melting point of 86°-87° C. (ethyl acetate). The reactants are C(C)(C)(C)OC(=O)N1[C@@H](CCC1)C(=O)O ((S)-1-(tert-butoxycarbonyl)pyrrolidine-2-carboxylic acid), FC(C1=CC=C(C=C1)S(=O)(=O)N1C[C@@H]2[C@H](C1)[C@H](CC2)N)(F)F ((3aR,4S,6aS)-2-(4-(Trifluoromethyl)phenylsulfonyl)octahydrocyclopenta[c]pyrrol-4-amine), FC(C=1C=C(C=CC1)S(=O)(=O)N1C[C@H]2[C@@H](C1)[C@@H](CC2)N)(F)F ((3aS,4R,6aR)-2-(3-(trifluoromethyl)phenylsulfonyl)octahydrocyclopenta[c]pyrrol-4-amine). Yields the product O=C([C@H](CCC)NC(OC(C)C)=O)N[C@H]1CC[C@@H]2CN(C[C@@H]21)S(=O)(=O)C2=CC=C(C=C2)C(F)(F)F (isopropyl(S)-1-oxo-1-((3aR,4S,6aS)-2-(4-(trifluoromethyl)phenylsulfonyl)octahydrocyclopenta[c]pyrrol-4-ylamino)pentan-2-ylcarbamate). As a reaction SMILES: [C:1]([O:5][C:6]([N:8]1[CH2:12][CH2:11][CH2:10][C@H:9]1[C:13](O)=[O:14])=[O:7])(C)([CH3:3])[CH3:2].[F:16][C:17]([F:37])([F:36])[C:18]1[CH:23]=[CH:22][C:21]([S:24]([N:27]2[CH2:31][C@@H:30]3[C@@H:32]([NH2:35])[CH2:33][CH2:34][C@@H:29]3[CH2:28]2)(=[O:26])=[O:25])=[CH:20][CH:19]=1.FC(F)(F)C1C=C(S(N2C[C@H]3[C@H](N)CC[C@H]3C2)(=O)=O)C=CC=1>>[O:14]=[C:13]([NH:35][C@@H:32]1[C@@H:30]2[C@@H:29]([CH2:28][N:27]([S:24]([C:21]3[CH:20]=[CH:19][C:18]([C:17]([F:16])([F:36])[F:37])=[CH:23][CH:22]=3)(=[O:25])=[O:26])[CH2:31]2)[CH2:34][CH2:33]1)[C@@H:9]([NH:8][C:6](=[O:7])[O:5][CH:1]([CH3:3])[CH3:2])[CH2:10][CH2:11][CH3:12]. Reported procedure: The title compound was prepared by substituting (S)-2-(isopropoxycarbonylamino)pentanoic acid from Step A of Example 263 for (S)-1-(tert-butoxycarbonyl)pyrrolidine-2-carboxylic acid and (3aR,4S,6aS)-2-(4-(trifluoromethyl)phenylsulfonyl)octahydrocyclopenta[c]pyrrol-4-amine from Step A of Example 256 for (3aS,4R,6aR)-2-(3-(trifluoromethyl)phenylsulfonyl)octahydrocyclopenta[c]pyrrol-4-amine in the procedure described in Example 266: 1H NMR (501 MHz, pyridine-d5) δ ppm 8.08 (d, J=8.2, 2H), 7.96 (d, ...